Dataset: the Open Reaction Database (ORD), a public repository of structured organic reaction records. Task: describe an organic reaction: reactants, conditions, products, and yield Reactants: BrC(C(=O)C1=CC=C(C=C1)F)C1=CC=C(C=C1)S(=O)(=O)C (2-bromo-1-(4-fluorophenyl)-2-(4-methylsulfonylphenyl) ethanone), N1(CCCCC1)C(N)=S (piperidine thiocarboxamide). Solvent: C(Cl)Cl (methylene chloride), C(C)O (ethanol). The product is FC1=CC=C(C=C1)C=1N=C(SC1C1=CC=C(C=C1)S(=O)(=O)C)N1CCCCC1 (4-(4-fluorophenyl)-5-(4-methylsulfonylphenyl)-2-(1-piperidinyl)-thiazole). Yield: 71.8%. RXN SMILES: Br[CH:2]([C:12]1[CH:17]=[CH:16][C:15]([S:18]([CH3:21])(=[O:20])=[O:19])=[CH:14][CH:13]=1)[C:3]([C:5]1[CH:10]=[CH:9][C:8]([F:11])=[CH:7][CH:6]=1)=O.[N:22]1([C:28](=[S:30])[NH2:29])[CH2:27][CH2:26][CH2:25][CH2:24][CH2:23]1>C(O)C.C(Cl)Cl>[F:11][C:8]1[CH:9]=[CH:10][C:5]([C:3]2[N:29]=[C:28]([N:22]3[CH2:27][CH2:26][CH2:25][CH2:24][CH2:23]3)[S:30][C:2]=2[C:12]2[CH:17]=[CH:16][C:15]([S:18]([CH3:21])(=[O:20])=[O:19])=[CH:14][CH:13]=2)=[CH:6][CH:7]=1. Procedure: To a solution of 2-bromo-1-(4-fluorophenyl)-2-(4-methylsulfonylphenyl)ethanone (0.462 g, 1.24 mmol) (Example 26, Step 2) in ethanol (10 mL) in a 25 mL round bottom flask was added piperidine thiocarboxamide (0.198 g, 1.37 mmol) and the solution was heated to reflux for 14 hours. The reaction was cooled to room temperature and concentrated in vacuo yielding a foam. This foam was dissolved in methylene chloride and washed successively with NaHCO3 saturated solution (3 portions) and brine, dried ov... Starting materials: COC(=O)N1CCC(c2cccc(NS(=O)(=O)c3ccc(OC(F)(F)F)cc3)c2)C1, CCO, Cl. Product: O=S(=O)(Nc1cccc(C2CCNC2)c1)c1ccc(OC(F)(F)F)cc1. Reaction SMILES: [CH3:1][O:2][C:3](=[O:4])[N:5]1[CH2:6][CH:7]([c:10]2[cH:11][c:12]([NH:16][S:17](=[O:18])(=[O:19])[c:20]3[cH:21][cH:22][c:23]([O:26][C:27]([F:28])([F:29])[F:30])[cH:24][cH:25]3)[cH:13][cH:14][cH:15]2)[CH2:8][CH2:9]1.[CH3:32][CH2:33][OH:34].[ClH:31]>>[NH:5]1[CH2:6][CH:7]([c:10]2[cH:11][c:12]([NH:16][S:17](=[O:18])(=[O:19])[c:20]3[cH:21][cH:22][c:23]([O:26][C:27]([F:28])([F:29])[F:30])[cH:24][cH:25]3)[cH:13][cH:14][cH:15]2)[CH2:8][CH2:9]1. Reactants: CC(C)(C)[O-].[K+] (KOt-Bu), C1CNC[C@@H]1O ((R)-hydroxypyrrolidine), C(C)(C)(C)OC(=O)N1CCC(CC1)C1=NC=NC2=CC(=CC=C12)F (4-(7-fluoro-quinazolin-4-yl)-piperidine-1-carboxylic acid tert-butyl ester). The solvent is C1CCOC1 (THF), C1CCOC1 (THF). Reaction conditions: time 1 hour. Product: C(C)(C)(C)OC(=O)N1CCC(CC1)C1=NC=NC2=CC(=CC=C12)OC1CN(CC1)C(C)=O (4-[7-(1-Acetyl-pyrrolidin-3-yloxy)-quinazolin-4-yl]-piperidine-1-carboxylic acid tert-butyl ester). As a reaction SMILES: [CH3:1][C:2]([O-:5])(C)C.[K+].[CH2:7]1[C@@H:11]([OH:12])[CH2:10][NH:9][CH2:8]1.[C:13]([O:17][C:18]([N:20]1[CH2:25][CH2:24][CH:23]([C:26]2[C:35]3[C:30](=[CH:31][C:32](F)=[CH:33][CH:34]=3)[N:29]=[CH:28][N:27]=2)[CH2:22][CH2:21]1)=[O:19])([CH3:16])([CH3:15])[CH3:14]>C1COCC1>[C:13]([O:17][C:18]([N:20]1[CH2:25][CH2:24][CH:23]([C:26]2[C:35]3[C:30](=[CH:31][C:32]([O:12][CH:11]4[CH2:7][CH2:8][N:9]([C:2](=[O:5])[CH3:1])[CH2:10]4)=[CH:33][CH:34]=3)[N:29]=[CH:28][N:27]=2)[CH2:22][CH2:21]1)=[O:19])([CH3:16])([CH3:15])[CH3:14] |f:0.1|. Procedure: To a solution of KOt-Bu (55.1 mg, 0.47 mmol) in THF (1 mL) was added (R)-hydroxypyrrolidine (37.7 mg, 0.43 mmol), followed by 4-(7-fluoro-quinazolin-4-yl)-piperidine-1-carboxylic acid tert-butyl ester (110.3 mg, 0.33 mmol), which was prepared as described in Example 65b, in THF (1 mL). The mixture was stirred for 1 h at room temperature, quenched with (CH3CO)2O. The mixture was then partitioned between EtOAc and water. The organic extracts were washed with brine and evaporated and the residue wa... Starting materials: Nc1ccc(C2SC(=O)NC2=O)cc1, O, Cc1ccc(S(=O)(=O)Cl)cc1, c1ccncc1. Yields the product Cc1ccc(S(=O)(=O)Nc2ccc(C3SC(=O)NC3=O)cc2)cc1. RXN SMILES: [NH2:7][c:8]1[cH:9][cH:10][c:11]([CH:14]2[C:15](=[O:20])[NH:16][C:17](=[O:19])[S:18]2)[cH:12][cH:13]1.[OH2:32].[c:21]1([CH3:31])[cH:22][cH:23][c:24]([S:27](=[O:28])(=[O:29])[Cl:30])[cH:25][cH:26]1.[cH:1]1[cH:2][cH:3][n:4][cH:5][cH:6]1>>[NH:7]([c:8]1[cH:9][cH:10][c:11]([CH:14]2[C:15](=[O:20])[NH:16][C:17](=[O:19])[S:18]2)[cH:12][cH:13]1)[S:27]([c:24]1[cH:23][cH:22][c:21]([CH3:31])[cH:26][cH:25]1)(=[O:28])=[O:29]. Reactants: CC(C)(C)CC1NC(C(=O)Nc2ccccc2C(=O)OC(C)(C)C)C(c2cccc(Cl)c2F)C1(C#N)c1ccc(Cl)cc1F, ClCCl, O=C(O)C(F)(F)F. The product is CC(C)(C)CC1NC(C(=O)Nc2ccccc2C(=O)O)C(c2cccc(Cl)c2F)C1(C#N)c1ccc(Cl)cc1F. Reaction SMILES: [C:1]([CH3:2])([CH3:3])([CH3:4])[O:5][C:6]([c:7]1[c:8]([NH:13][C:14](=[O:15])[CH:16]2[NH:17][CH:18]([CH2:39][C:40]([CH3:41])([CH3:42])[CH3:43])[C:19]([C:29]#[N:30])([c:31]3[c:32]([F:38])[cH:33][c:34]([Cl:37])[cH:35][cH:36]3)[CH:20]2[c:21]2[c:22]([F:28])[c:23]([Cl:27])[cH:24][cH:25][cH:26]2)[cH:9][cH:10][cH:11][cH:12]1)=[O:44].[CH2:52]([Cl:53])[Cl:54].[F:45][C:46]([F:47])([F:48])[C:49]([OH:50])=[O:51]>>[O:5]=[C:6]([c:7]1[c:8]([NH:13][C:14](=[O:15])[CH:16]2[NH:17][CH:18]([CH2:39][C:40]([CH3:41])([CH3:42])[CH3:43])[C:19]([C:29]#[N:30])([c:31]3[c:32]([F:38])[cH:33][c:34]([Cl:37])[cH:35][cH:36]3)[CH:20]2[c:21]2[c:22]([F:28])[c:23]([Cl:27])[cH:24][cH:25][cH:26]2)[cH:9][cH:10][cH:11][cH:12]1)[OH:44]. Starting materials: CCO, [Na+], [OH-], COC(=O)c1cc(Oc2ccccc2)ccc1C(F)(F)F. As a reaction SMILES: [CH3:24][CH2:25][OH:26].[Na+:23].[OH-:22].[c:1]1([O:7][c:8]2[cH:9][cH:10][c:11]([C:18]([F:19])([F:20])[F:21])[c:12]([C:13](=[O:14])[O:15][CH3:16])[cH:17]2)[cH:2][cH:3][cH:4][cH:5][cH:6]1>>[c:1]1([O:7][c:8]2[cH:9][cH:10][c:11]([C:18]([F:19])([F:20])[F:21])[c:12]([C:13](=[O:14])[OH:15])[cH:17]2)[cH:2][cH:3][cH:4][cH:5][cH:6]1. The product is O=C(O)c1cc(Oc2ccccc2)ccc1C(F)(F)F. Reactants: ClC1=CC2=C(C=N1)CN(C2)C(=O)C2=C(C=CC(=C2)S(=O)(=O)C)O[C@H](C(F)(F)F)C ((6-Chloro-1,3-dihydro-pyrrolo[3,4-c]pyridin-2-yl)-[5-methanesulfonyl-2-((S)-2,2,2-trifluoro-1-methyl-ethoxy)-phenyl]-methanone), N1CCOCC1 (morpholine). Solvent: CC(=O)N(C)C (dimethylacetamide). Conditions: temperature 180 celsius. Yields the product CS(=O)(=O)C=1C=CC(=C(C1)C(=O)N1CC=2C=NC(=CC2C1)N1CCOCC1)O[C@H](C(F)(F)F)C ([5-Methanesulfonyl-2-((S)-2,2,2-trifluoro-1-methyl-ethoxy)-phenyl]-(6-morpholin-4-yl-1,3-dihydro-pyrrolo[3,4-c]pyridin-2-yl)-methanone). The yield is 13.0%. As a reaction SMILES: Cl[C:2]1[N:7]=[CH:6][C:5]2[CH2:8][N:9]([C:11]([C:13]3[CH:18]=[C:17]([S:19]([CH3:22])(=[O:21])=[O:20])[CH:16]=[CH:15][C:14]=3[O:23][C@@H:24]([CH3:29])[C:25]([F:28])([F:27])[F:26])=[O:12])[CH2:10][C:4]=2[CH:3]=1.[NH:30]1[CH2:35][CH2:34][O:33][CH2:32][CH2:31]1>CC(N(C)C)=O>[CH3:22][S:19]([C:17]1[CH:16]=[CH:15][C:14]([O:23][C@@H:24]([CH3:29])[C:25]([F:27])([F:26])[F:28])=[C:13]([C:11]([N:9]2[CH2:10][C:4]3[CH:3]=[C:2]([N:30]4[CH2:35][CH2:34][O:33][CH2:32][CH2:31]4)[N:7]=[CH:6][C:5]=3[CH2:8]2)=[O:12])[CH:18]=1)(=[O:21])=[O:20]. Procedure: A mixture of 0.33 mmol (6-Chloro-1,3-dihydro-pyrrolo[3,4-c]pyridin-2-yl)-[5-methanesulfonyl-2-((S)-2,2,2-trifluoro-1-methyl-ethoxy)-phenyl]-methanone (example 167), 0.67 mmol morpholine in 2 ml dimethylacetamide is heated at 180° C. for 30 minutes in a microwave oven. The solvent was removed in vacuo. Chromatography of the residue (silica gel; ethyl acetate/heptane) yields the title compound as a white solid. Yield=13%. MS (m/e): 500.1 [M+H]+, 100%).